Dataset: the Open Reaction Database (ORD), a public repository of structured organic reaction records. Task: describe an organic reaction: reactants, conditions, products, and yield The reactants are O=C(Cl)c1ccncc1, C1CCOC1, CC1(C)CC2CC(C)(CN2C(=O)c2ccc(N)cc2)C1. The product is CC1(C)CC2CC(C)(CN2C(=O)c2ccc(NC(=O)c3ccncc3)cc2)C1. As a reaction SMILES: [C:21]([c:22]1[cH:23][cH:24][n:25][cH:26][cH:27]1)(=[O:28])[Cl:29].[CH2:30]1[O:31][CH2:32][CH2:33][CH2:34]1.[NH2:1][c:2]1[cH:3][cH:4][c:5]([C:8](=[O:9])[N:10]2[CH:11]3[CH2:12][C:13]([CH3:19])([CH3:20])[CH2:14][C:15]([CH3:18])([CH2:16]2)[CH2:17]3)[cH:6][cH:7]1>>[NH:1]([c:2]1[cH:3][cH:4][c:5]([C:8](=[O:9])[N:10]2[CH:11]3[CH2:12][C:13]([CH3:19])([CH3:20])[CH2:14][C:15]([CH3:18])([CH2:16]2)[CH2:17]3)[cH:6][cH:7]1)[C:21]([c:22]1[cH:23][cH:24][n:25][cH:26][cH:27]1)=[O:28].